From a dataset of the Open Reaction Database (ORD), a public repository of structured organic reaction records. describe an organic reaction: reactants, conditions, products, and yield Reactants: COc1cc(CCOC(C)=O)ccc1O, CN(C)C=O, CCOC(C)=O, COCCOCCl, [H-], [Na+], C1CCOC1, O. Product: COCCOCOc1ccc(CCOC(C)=O)cc1OC. As a reaction SMILES: [C:3]([CH3:4])(=[O:5])[O:6][CH2:7][CH2:8][c:9]1[cH:10][c:11]([O:16][CH3:17])[c:12]([OH:15])[cH:13][cH:14]1.[CH3:31][N:32]([CH3:33])[CH:34]=[O:35].[CH3:36][CH2:37][O:38][C:39](=[O:40])[CH3:41].[Cl:18][CH2:19][O:20][CH2:21][CH2:22][O:23][CH3:24].[H-:1].[Na+:2].[O:26]1[CH2:27][CH2:28][CH2:29][CH2:30]1.[OH2:25]>>[C:3]([CH3:4])(=[O:5])[O:6][CH2:7][CH2:8][c:9]1[cH:10][c:11]([O:16][CH3:17])[c:12]([O:15][CH2:19][O:20][CH2:21][CH2:22][O:23][CH3:24])[cH:13][cH:14]1. Starting materials: C=O, CO, CC(O)CNc1nc(Oc2ccc(F)cc2F)nc2[nH]nc(-c3ccccc3Cl)c12. The product is CC(O)CNc1nc(Oc2ccc(F)cc2F)nc2c1c(-c1ccccc1Cl)nn2CO. As a reaction SMILES: [CH2:31]=[O:32].[CH3:33][OH:34].[Cl:1][c:2]1[c:3](-[c:8]2[n:9][nH:10][c:11]3[n:12][c:13]([O:22][c:23]4[c:24]([F:30])[cH:25][c:26]([F:29])[cH:27][cH:28]4)[n:14][c:15]([NH:17][CH2:18][CH:19]([CH3:20])[OH:21])[c:16]23)[cH:4][cH:5][cH:6][cH:7]1>>[Cl:1][c:2]1[c:3](-[c:8]2[n:9][n:10]([CH2:31][OH:32])[c:11]3[n:12][c:13]([O:22][c:23]4[c:24]([F:30])[cH:25][c:26]([F:29])[cH:27][cH:28]4)[n:14][c:15]([NH:17][CH2:18][CH:19]([CH3:20])[OH:21])[c:16]23)[cH:4][cH:5][cH:6][cH:7]1. The reactants are C(C)OC(=O)C1=NC(=CC(=C1)C1=CC(=CC(=C1)F)F)C (4-(3,5-Difluoro-phenyl)-6-methyl-pyridine-2-carboxylic acid ethyl ester), FC1=CN=C(S1)N (5-Fluoro-thiazol-2-ylamine). The product is FC1=CN=C(S1)NC(=O)C1=NC(=CC(=C1)C1=CC(=CC(=C1)F)F)C (4-(3,5-Difluoro-phenyl)-6-methyl-pyridine-2-carboxylic acid (5-fluoro-thiazol-2-yl)-amide). As a reaction SMILES: C(O[C:4]([C:6]1[CH:11]=[C:10]([C:12]2[CH:17]=[C:16]([F:18])[CH:15]=[C:14]([F:19])[CH:13]=2)[CH:9]=[C:8]([CH3:20])[N:7]=1)=[O:5])C.[F:21][C:22]1[S:26][C:25]([NH2:27])=[N:24][CH:23]=1>>[F:21][C:22]1[S:26][C:25]([NH:27][C:4]([C:6]2[CH:11]=[C:10]([C:12]3[CH:13]=[C:14]([F:19])[CH:15]=[C:16]([F:18])[CH:17]=3)[CH:9]=[C:8]([CH3:20])[N:7]=2)=[O:5])=[N:24][CH:23]=1. Procedure details: The title compound, was prepared from 4-(3,5-Difluoro-phenyl)-6-methyl-pyridine-2-carboxylic acid ethyl ester in accordance with the general method of example 26, step 6 using 5-Fluoro-thiazol-2-ylamine (CAS: [64588-82-5], WO2006016178 instead of 3-Chloroaniline to yield the final compound as a light yellow crystalline solid, MS (ISP): m/e=350.2 (M+H)+. Starting materials: C(C)OC([C@H](CC1=CC=C(C=C1)OCCBr)OC)=O ((2S)-3-[4-(2-bromo-ethoxy)-phenyl]-2-methoxy-propionic acid ethyl ester), COC(C1=CC(=CC=C1)O)=O (3-hydroxy-benzoic acid methyl ester), CO[C@H](C(=O)O)CC1=CC=C(C=C1)OCCCOC1=CC=CC=C1 ((2S)-2-methoxy-3-[4-(3-phenoxy-propoxy)-phenyl]-propionic acid). Yields the product C(=O)(O)[C@H](CC1=CC=C(OCCOC=2C=C(C(=O)O)C=CC2)C=C1)OC ((2S)-3-{2-[4-(2-carboxy-2-methoxy-ethyl)-phenoxy]-ethoxy}-benzoic acid). RXN SMILES: C([O:3][C:4](=[O:19])[C@@H:5]([O:17][CH3:18])[CH2:6][C:7]1[CH:12]=[CH:11][C:10]([O:13][CH2:14][CH2:15]Br)=[CH:9][CH:8]=1)C.C[O:21][C:22](=[O:30])[C:23]1[CH:28]=[CH:27][CH:26]=[C:25]([OH:29])[CH:24]=1.CO[C@@H](CC1C=CC(OCCCOC2C=CC=CC=2)=CC=1)C(O)=O>>[C:4]([C@@H:5]([O:17][CH3:18])[CH2:6][C:7]1[CH:8]=[CH:9][C:10]([O:13][CH2:14][CH2:15][O:29][C:25]2[CH:24]=[C:23]([CH:28]=[CH:27][CH:26]=2)[C:22]([OH:30])=[O:21])=[CH:11][CH:12]=1)([OH:3])=[O:19]. Procedure: The title compound was prepared from (2S)-3-[4-(2-bromo-ethoxy)-phenyl]-2-methoxy-propionic acid ethyl ester (Example 283, Step 2) and 3-hydroxy-benzoic acid methyl ester via the same procedure used for the preparation of (2S)-2-methoxy-3-[4-(3-phenoxy-propoxy)-phenyl]-propionic acid (Example 285, Step 1), to produce a white solid. Reactants: CCOC(C)=O, ClCCl, COC(=O)c1ccc(I)cc1[N+](=O)[O-]. Product: COC(=O)c1ccc(I)cc1N. RXN SMILES: [CH3:18][CH2:19][O:20][C:21]([CH3:22])=[O:23].[Cl:15][CH2:16][Cl:17].[I:1][c:2]1[cH:3][c:4]([N+:12]([O-:13])=[O:14])[c:5]([C:6](=[O:7])[O:8][CH3:9])[cH:10][cH:11]1>>[I:1][c:2]1[cH:3][c:4]([NH2:12])[c:5]([C:6](=[O:7])[O:8][CH3:9])[cH:10][cH:11]1. Reactants: C(C1=CC=CC=C1)N(O)CC1=CC=CC=C1 (N,N-dibenzylhydroxylamine), C1(CCCCC1)N1C(C=CC1=O)=O (N-cyclohexylmaleimide). Yields the product C1(CCCCC1)N1C(C(CC1=O)ON(CC1=CC=CC=C1)CC1=CC=CC=C1)=O (N-Cyclohexyl-3-[(N,N-dibenzylamino)oxy]pyrrolidine-2,5-dione). Yield: 61.1%. RXN SMILES: [CH2:1]([N:8]([CH2:10][C:11]1[CH:16]=[CH:15][CH:14]=[CH:13][CH:12]=1)[OH:9])[C:2]1[CH:7]=[CH:6][CH:5]=[CH:4][CH:3]=1.[CH:17]1([N:23]2[C:27](=[O:28])[CH:26]=[CH:25][C:24]2=[O:29])[CH2:22][CH2:21][CH2:20][CH2:19][CH2:18]1>>[CH:17]1([N:23]2[C:27](=[O:28])[CH2:26][CH:25]([O:9][N:8]([CH2:1][C:2]3[CH:3]=[CH:4][CH:5]=[CH:6][CH:7]=3)[CH2:10][C:11]3[CH:16]=[CH:15][CH:14]=[CH:13][CH:12]=3)[C:24]2=[O:29])[CH2:18][CH2:19][CH2:20][CH2:21][CH2:22]1. Procedure: The procedure of Example 1 is repeated using 5.33 g (25 mmole) of N,N-dibenzylhydroxylamine and 4.48 g (25 mmole) of N-cyclohexylmaleimide. The residue was crystallized from ethanol to give 6.0 g (61%) of a white solid, mp 75°-77° C. Reactants: FC(C=1C=C(C(=O)N2CCC3(C(CNC3=O)C3=CC=CC=C3)CC2)C=C(C1)C(F)(F)F)(F)F ((rac)-8-(3,5-bis-trifluoromethyl-benzoyl)-4-phenyl-2,8-diaza-spiro[4.5]decan-1-one), CN(CCCCl)C (3-dimethylamino-1-propyl chloride). Yields the product FC(C=1C=C(C(=O)N2CCC3(C(CN(C3=O)CCCN(C)C)C3=CC=CC=C3)CC2)C=C(C1)C(F)(F)F)(F)F ((rac)-8-(3,5-Bis-trifluoromethyl-benzoyl)-2-(3-dimethylamino-propyl)-4-phenyl-2,8-diaza-spiro[4.5]decan-1-one). RXN SMILES: [F:1][C:2]([F:33])([F:32])[C:3]1[CH:4]=[C:5]([CH:25]=[C:26]([C:28]([F:31])([F:30])[F:29])[CH:27]=1)[C:6]([N:8]1[CH2:24][CH2:23][C:11]2([C:15](=[O:16])[NH:14][CH2:13][CH:12]2[C:17]2[CH:22]=[CH:21][CH:20]=[CH:19][CH:18]=2)[CH2:10][CH2:9]1)=[O:7].[CH3:34][N:35]([CH3:40])[CH2:36][CH2:37][CH2:38]Cl>>[F:31][C:28]([F:29])([F:30])[C:26]1[CH:25]=[C:5]([CH:4]=[C:3]([C:2]([F:1])([F:32])[F:33])[CH:27]=1)[C:6]([N:8]1[CH2:9][CH2:10][C:11]2([C:15](=[O:16])[N:14]([CH2:38][CH2:37][CH2:36][N:35]([CH3:40])[CH3:34])[CH2:13][CH:12]2[C:17]2[CH:18]=[CH:19][CH:20]=[CH:21][CH:22]=2)[CH2:23][CH2:24]1)=[O:7]. Procedure: The title compound, MS: m/e=556.2 (M+H+), was prepared in accordance with the general method of example 99 from (rac)-8-(3,5-bis-trifluoromethyl-benzoyl)-4-phenyl-2,8-diaza-spiro[4.5]decan-1-one and 3-dimethylamino-1-propyl chloride.